From a dataset of the Open Reaction Database (ORD), a public repository of structured organic reaction records. describe an organic reaction: reactants, conditions, products, and yield The reactants are C(C1=CC=CC=C1)N1[C@@]2([C@@H](CC[C@H]1[C@@H](C2)C(N(C)OC)=O)OCC2=CC(=CC(=C2)C(F)(F)F)C(F)(F)F)C2=CC=CC=C2 ((1R*,2R*,5S*,6R*)-8-Benzyl-2-{[3,5-bis(trifluoromethyl)phenyl]methoxy}-6-(N-methoxy-N-methylcarbamoyl)-1-phenyl-8-azabicyclo[3.2.1]octane). The reagents and catalysts are [Pd] (palladium on charcoal). Conditions: time 1 hour. Product: FC(C=1C=C(C=C(C1)C(F)(F)F)CO[C@H]1[C@@]2(C[C@H]([C@H](CC1)N2)C(N(C)OC)=O)C2=CC=CC=C2)(F)F ((1R*,2R*,5S*,6R*)-2-{[3,5-Bis(trifluoromethyl)phenyl]methoxy}-6-(N-methoxy-N-methylcarbamoyl)-1-phenyl-8-azabicyclo[3.2.1]octane). As a reaction SMILES: C([N:8]1[C@@H:13]2[C@H:14]([C:16](=[O:21])[N:17]([O:19][CH3:20])[CH3:18])[CH2:15][C@@:9]1([C:38]1[CH:43]=[CH:42][CH:41]=[CH:40][CH:39]=1)[C@H:10]([O:22][CH2:23][C:24]1[CH:29]=[C:28]([C:30]([F:33])([F:32])[F:31])[CH:27]=[C:26]([C:34]([F:37])([F:36])[F:35])[CH:25]=1)[CH2:11][CH2:12]2)C1C=CC=CC=1>[Pd]>[F:37][C:34]([F:35])([F:36])[C:26]1[CH:25]=[C:24]([CH2:23][O:22][C@@H:10]2[CH2:11][CH2:12][C@@H:13]3[NH:8][C@@:9]2([C:38]2[CH:43]=[CH:42][CH:41]=[CH:40][CH:39]=2)[CH2:15][C@H:14]3[C:16](=[O:21])[N:17]([O:19][CH3:20])[CH3:18])[CH:29]=[C:28]([C:30]([F:33])([F:32])[F:31])[CH:27]=1. Reported procedure: A mixture of (1R*,2R*,5S*,6R*)-8-benzyl-2-{[3,5-bis(trifluoromethyl)phenyl]methoxy}-6-(N-methoxy-N-methylcarbamoyl)-1-phenyl-8-azabicyclo[3.2.1]octane (Example 37; 420 mg 0.69 mmol), 10% palladium on charcoal (375 mg, 0.35 mmol) ethanol (25 ml) was stirred under hydrogen atmosphere (1 atm) at +60° C. for 1 hour. The reaction mixture was cooled to room temperature, flushed with nitrogen gas and filtered through a pad of Celite™. The filtrate was concentrated to give the title compound. The hydroc... The reactants are BrC=1C=CC(=NC1)F (5-bromo-2-fluoropyridine), C(CCC)[Sn](C1=NC=CC=N1)(CCCC)CCCC (2-(tributylstannyl)pyrimidine), [Cl-].[Li+] (lithium chloride). Reagents/catalysts: [Cu]I (copper (I) iodide), C=1C=CC(=CC1)[P](C=2C=CC=CC2)(C=3C=CC=CC3)[Pd]([P](C=4C=CC=CC4)(C=5C=CC=CC5)C=6C=CC=CC6)([P](C=7C=CC=CC7)(C=8C=CC=CC8)C=9C=CC=CC9)[P](C=1C=CC=CC1)(C=1C=CC=CC1)C=1C=CC=CC1 (Tetrakis(triphenylphosphine)palladium(0)). Run in CN(C)C=O (DMF). Reaction conditions: temperature 120 celsius, time 1 hour. Product: FC1=CC=C(C=N1)C1=NC=CC=N1 (2-(6-fluoropyridin-3-yl)pyrimidine). Yield: 49.0%. As a reaction SMILES: Br[C:2]1[CH:3]=[CH:4][C:5]([F:8])=[N:6][CH:7]=1.C([Sn](CCCC)(CCCC)[C:14]1[N:19]=[CH:18][CH:17]=[CH:16][N:15]=1)CCC.[Cl-].[Li+]>[Cu]I.C1C=CC([P]([Pd]([P](C2C=CC=CC=2)(C2C=CC=CC=2)C2C=CC=CC=2)([P](C2C=CC=CC=2)(C2C=CC=CC=2)C2C=CC=CC=2)[P](C2C=CC=CC=2)(C2C=CC=CC=2)C2C=CC=CC=2)(C2C=CC=CC=2)C2C=CC=CC=2)=CC=1.CN(C=O)C>[F:8][C:5]1[N:6]=[CH:7][C:2]([C:14]2[N:19]=[CH:18][CH:17]=[CH:16][N:15]=2)=[CH:3][CH:4]=1 |f:2.3,^1:35,37,56,75|. Procedure: A microwave vial was charged with 5-bromo-2-fluoropyridine (commercially available from Acros, Pittsburgh, Pa.)(0.200 mL, 1.738 mmol), 2-(tributylstannyl)pyrimidine (commercially available from Frontier Scientific, Inc., Logan Utah) (0.718 mL, 2.173 mmol), lithium chloride (0.147 g, 3.48 mmol), copper (I) iodide (0.033 g, 0.174 mmol), and DMF (5.0 mL). Tetrakis(triphenylphosphine)palladium(0) (0.201 g, 0.174 mmol) was added, the system was purged with argon, and the tube was sealed. The resultin... Starting materials: CCOP(=O)(CP(=O)(OCC)OCC)OCC, CNc1nn(-c2ccccc2)cc1C=O, CN(C)C=O, [H-], [Na+], O. Product: CCOP(=O)(C=Cc1cn(-c2ccccc2)nc1NC)OCC. Reaction SMILES: [CH2:1]([P:2](=[O:3])([O:4][CH2:5][CH3:6])[O:7][CH2:8][CH3:9])[P:10]([O:11][CH2:12][CH3:13])([O:14][CH2:15][CH3:16])=[O:17].[CH3:20][NH:21][c:22]1[n:23][n:24](-[c:29]2[cH:30][cH:31][cH:32][cH:33][cH:34]2)[cH:25][c:26]1[CH:27]=[O:28].[CH3:36][N:37]([CH3:38])[CH:39]=[O:40].[H-:18].[Na+:19].[OH2:35]>>[CH:1]([P:10]([O:11][CH2:12][CH3:13])([O:14][CH2:15][CH3:16])=[O:17])=[CH:27][c:26]1[c:22]([NH:21][CH3:20])[n:23][n:24](-[c:29]2[cH:30][cH:31][cH:32][cH:33][cH:34]2)[cH:25]1. Starting materials: CN1C[C@H]2CNC(C3=C([C@@H]2C1)C=CC(=C3)C=CC3=CC=CC=C3)=O (Trans-2-methyl-8-styryl-1,2,3,3a,4,5-hexahydrobenzo[e]pyrrolo[3,4-c]azepin-6(10bH)-one). The reagents and catalysts are [Pd] (palladium on carbon). Solvent: CO (methanol). Conditions: time 5 hour. Product: CN1C[C@H]2CNC(C3=C([C@@H]2C1)C=CC(=C3)CCC3=CC=CC=C3)=O (Trans-2-methyl-8-phenethyl-1,2,3,3a,4,5-hexahydrobenzo[e]pyrrolo[3,4-c]azepin-6(10bH)-one). As a reaction SMILES: [CH3:1][N:2]1[CH2:11][C@@H:10]2[C@H:4]([CH2:5][NH:6][C:7](=[O:24])[C:8]3[CH:15]=[C:14]([CH:16]=[CH:17][C:18]4[CH:23]=[CH:22][CH:21]=[CH:20][CH:19]=4)[CH:13]=[CH:12][C:9]=32)[CH2:3]1>[Pd].CO>[CH3:1][N:2]1[CH2:11][C@@H:10]2[C@H:4]([CH2:5][NH:6][C:7](=[O:24])[C:8]3[CH:15]=[C:14]([CH2:16][CH2:17][C:18]4[CH:19]=[CH:20][CH:21]=[CH:22][CH:23]=4)[CH:13]=[CH:12][C:9]=32)[CH2:3]1. Reported procedure: To a 50 mL pressure bottle was added a mixture of Example 85 (31.8 mg, 0.100 mmol), 5% palladium on carbon, wet (7.95 mg, 0.075 mmol) and methanol (10 mL). This was stirred for 5 hours under an atmosphere of hydrogen (30 psi) at room temperature. The reaction was complete as indicated by LC/MS. The mixture was filtered through a nylon membrane, concentrated, and purified by silica gel chromatography eluting with a gradient of methanol in dichloromethane (0-20%) to give the title compound. 1H NMR... Product: COC(=O)N1CCC(C2(NO)OCCO2)C(=O)C1. Starting materials: CCOC(C)=O, CCOC1(C2CCN(C(=O)OC)CC2=O)OCCO1, CC(=O)O, CO, CO, CCOC(C)=O, O=CO, O=CO, [Cl-], [K+], [OH-], [NH3+]O. RXN SMILES: [C:36]([O:37][CH2:38][CH3:39])(=[O:40])[CH3:41].[CH2:6]1[CH2:7][O:8][C:9]([O:10][CH2:11][CH3:12])([CH:13]2[C:14](=[O:23])[CH2:15][N:16]([C:19](=[O:20])[O:21][CH3:22])[CH2:17][CH2:18]2)[O:24]1.[CH3:25][C:26](=[O:27])[OH:28].[CH3:29][OH:30].[CH3:34][OH:35].[CH3:45][CH2:46][O:47][C:48](=[O:49])[CH3:50].[CH:31]([OH:32])=[O:33].[CH:42]([OH:43])=[O:44].[Cl-:3].[K+:2].[OH-:1].[OH:4][NH3+:5]>>[OH:1][NH:5][C:9]1([CH:13]2[C:14](=[O:23])[CH2:15][N:16]([C:19](=[O:20])[O:21][CH3:22])[CH2:17][CH2:18]2)[O:8][CH2:7][CH2:6][O:24]1. The reactants are Brc1ccco1, C1CCOC1, CON(C)C(=O)C1=CC2CN(C(=O)OC(C)(C)C)CC2C1, [Li]CCCC. Product: CC(C)(C)OC(=O)N1CC2C=C(C(=O)c3ccco3)CC2C1. Reaction SMILES: [Br:1][c:2]1[o:3][cH:4][cH:5][cH:6]1.[CH2:33]1[O:34][CH2:35][CH2:36][CH2:37]1.[CH3:12][O:13][N:14]([C:15](=[O:16])[C:17]1=[CH:18][CH:19]2[CH2:20][N:21]([C:25](=[O:26])[O:27][C:28]([CH3:29])([CH3:30])[CH3:31])[CH2:22][CH:23]2[CH2:24]1)[CH3:32].[CH3:7][CH2:8][CH2:9][CH2:10][Li:11]>>[c:2]1([C:15](=[O:16])[C:17]2=[CH:18][CH:19]3[CH2:20][N:21]([C:25](=[O:26])[O:27][C:28]([CH3:29])([CH3:30])[CH3:31])[CH2:22][CH:23]3[CH2:24]2)[o:3][cH:4][cH:5][cH:6]1.